This data is from the Open Reaction Database (ORD), a public repository of structured organic reaction records. The task is: describe an organic reaction: reactants, conditions, products, and yield Starting materials: C(C)(C)(C)OC(=O)N1CCC(CC1)(SC=1C=C(C=CC1)C)COC (N-tert-Butoxycarbonyl-4-methoxymethyl-4-(3-tolylsulfanyl)piperidine), I(=O)(=O)(=O)[O-].[Na+] (sodium periodate). Solvent: ClCCl (dichloromethane), CO (methanol), O (water). Conditions: time 8 hour. The product is C(C)(C)(C)OC(=O)N1CCC(CC1)(S(=O)C=1C=C(C=CC1)C)COC (N-tert-Butoxycarbonyl-4-methoxymethyl-4-(3-tolylsulfinyl)piperidine). As a reaction SMILES: [C:1]([O:5][C:6]([N:8]1[CH2:13][CH2:12][C:11]([CH2:22][O:23][CH3:24])([S:14][C:15]2[CH:16]=[C:17]([CH3:21])[CH:18]=[CH:19][CH:20]=2)[CH2:10][CH2:9]1)=[O:7])([CH3:4])([CH3:3])[CH3:2].I([O-])(=O)(=O)=[O:26].[Na+]>CO.O.ClCCl>[C:1]([O:5][C:6]([N:8]1[CH2:9][CH2:10][C:11]([CH2:22][O:23][CH3:24])([S:14]([C:15]2[CH:16]=[C:17]([CH3:21])[CH:18]=[CH:19][CH:20]=2)=[O:26])[CH2:12][CH2:13]1)=[O:7])([CH3:4])([CH3:3])[CH3:2] |f:1.2|. Procedure: A mixture of N-tert-butoxycarbonyl-4-methoxymethyl-4-(3-tolylsulfanyl)piperidine (0.30 g, 0.85 mmol; Example 107, Step A) and sodium periodate (0.2 g, 0.94 mmol) in a mixture of methanol (6 mL) and water (4 mL) was stirred at room temp. overnight. The reaction mixture was diluted with dichloromethane. The organic extract was washed with brine, dried over anhydrous magnesium sulfate, filtered, and concentrated under vacuum. The residue was subjected to column chromatography on silica gel eluting ... The reactants are Ice water, C1(=CC=CC=C1)C(OC1CCN(CC1)CCCO)C1=CC=CC=C1 (4-(diphenylmethoxy)piperidinepropanol), CN(C=O)C (N,N-dimethylformamide), ClC=1C=CC=2N(N1)C=C(N2)C(C(=O)OC(C)C)(C)C (isopropyl 2-(6-chloroimidazo [1,2-b]pyridazin-2-yl]-2-methylpropionate), [H-].[Na+] (sodium hydride). Run at time 1 hour. The product is C(\C=C\C(=O)O)(=O)O.C(\C=C\C(=O)O)(=O)O.C1(=CC=CC=C1)C(OC1CCN(CC1)CCCOC=1C=CC=2N(N1)C=C(N2)C(C(=O)OC(C)C)(C)C)C2=CC=CC=C2 (isopropyl 2-[6-[3-[4-(diphenylmethoxy)piperidino]propoxy]imidazo[1,2-b]pyridazin-2-yl]-2-methylpropionate difumarate). As a reaction SMILES: [C:1]1([CH:7]([C:19]2[CH:24]=[CH:23][CH:22]=[CH:21][CH:20]=2)[O:8][CH:9]2[CH2:14][CH2:13][N:12]([CH2:15][CH2:16][CH2:17][OH:18])[CH2:11][CH2:10]2)[CH:6]=[CH:5][CH:4]=[CH:3][CH:2]=1.[H-].[Na+].Cl[C:28]1[CH:29]=[CH:30][C:31]2[N:32]([CH:34]=[C:35]([C:37]([CH3:45])([CH3:44])[C:38]([O:40][CH:41]([CH3:43])[CH3:42])=[O:39])[N:36]=2)[N:33]=1.CN(C)[CH:48]=[O:49]>>[C:48]([OH:49])(=[O:8])/[CH:35]=[CH:37]/[C:38]([OH:40])=[O:39].[C:48]([OH:49])(=[O:8])/[CH:35]=[CH:37]/[C:38]([OH:40])=[O:39].[C:19]1([CH:7]([C:1]2[CH:2]=[CH:3][CH:4]=[CH:5][CH:6]=2)[O:8][CH:9]2[CH2:14][CH2:13][N:12]([CH2:15][CH2:16][CH2:17][O:18][C:28]3[CH:29]=[CH:30][C:31]4[N:32]([CH:34]=[C:35]([C:37]([CH3:44])([CH3:45])[C:38]([O:40][CH:41]([CH3:42])[CH3:43])=[O:39])[N:36]=4)[N:33]=3)[CH2:11][CH2:10]2)[CH:24]=[CH:23][CH:22]=[CH:21][CH:20]=1 |f:1.2,5.6.7|. Procedure details: 8.10 g of 4-(diphenylmethoxy)piperidinepropanol was dissolved in 60 ml of N,N-dimethylformamide; 1.11 g of 60% sodium hydride in oil was added, followed by stirring at room temperature under reduced pressure for 1 hour. While the solution was ice cooled, 7.79 g of isopropyl 2-(6-chloroimidazo [1,2-b]pyridazin-2-yl]-2-methylpropionate was added, followed by stirring at constant temperature for 4 hours. Ice water was added, followed by extraction with ethyl acetate-tetrahydrofuran (1:1); the extra...